Dataset: the Open Reaction Database (ORD), a public repository of structured organic reaction records. Task: describe an organic reaction: reactants, conditions, products, and yield The solvent is C(Cl)Cl (CH2Cl2), CO (methanol). Yield: 19.3%. Product: N1(CCC1)C(=O)OCCN1/C(/SC(=C1)C(C)(C)C)=N/C(C1=C(C=CC(=C1)C(F)(F)F)N1CCC1)=O (2-[(2Z)-2-{[2-azetidin-1-yl-5-(trifluoromethyl)benzoyl]imino}-5-tert-butyl-1,3-thiazol-3(2H)-yl]ethyl azetidine-1-carboxylate). Conditions: time 2 hour. Procedure details: To a solution of Example 61B (174 mg, 0.384 mmol) in CH2Cl2 (1.4 mL) was added azetidine (110 mg, 1.920 mmol) in methanol (0.5 mL) and the mixture was stirred for 2 hr. The reaction mixture was concentrated and the residue was purified by preparative HPLC on a Waters Symmetry C8 column (25 mm×100 mm, 7 μm particle size) using a gradient of 10-100% acetonitrile (A) and 10 mM ammonium acetate in water (B), at a flow rate of 2.0 mL/min (0-0.1 min 10% A, 0.1-2.6 min 10-100% A, 2.6-2.9 min 100% A, 2.... The reactants are C(OCCN1/C(/SC(=C1)C(C)(C)C)=N/C(C1=C(C=CC(=C1)C(F)(F)F)F)=O)(=O)Cl ((Z)-2-(5-tert-butyl-2-(2-fluoro-5-(trifluoromethyl)benzoylimino)thiazol-3(2H)-yl)ethyl carbonochloridate), N1CCC1 (azetidine). RXN SMILES: [C:1](Cl)(=[O:28])[O:2][CH2:3][CH2:4][N:5]1[CH:9]=[C:8]([C:10]([CH3:13])([CH3:12])[CH3:11])[S:7]/[C:6]/1=[N:14]\[C:15](=[O:27])[C:16]1[CH:21]=[C:20]([C:22]([F:25])([F:24])[F:23])[CH:19]=[CH:18][C:17]=1F.[NH:30]1[CH2:33][CH2:32][CH2:31]1>C(Cl)Cl.CO>[N:30]1([C:1]([O:2][CH2:3][CH2:4][N:5]2[CH:9]=[C:8]([C:10]([CH3:13])([CH3:12])[CH3:11])[S:7]/[C:6]/2=[N:14]\[C:15](=[O:27])[C:16]2[CH:21]=[C:20]([C:22]([F:25])([F:24])[F:23])[CH:19]=[CH:18][C:17]=2[N:30]2[CH2:33][CH2:32][CH2:31]2)=[O:28])[CH2:33][CH2:32][CH2:31]1.